This data is from the Open Reaction Database (ORD), a public repository of structured organic reaction records. The task is: describe an organic reaction: reactants, conditions, products, and yield Yields the product C(C)(=O)NC1=CC=C(C(=O)N(C2=CC(=CC(=C2)C)C)CCN2CCC(CC2)C(C2=CC=C(C=C2)F)=O)C=C1 (4-Acetylamino-N-{2-[4-(4-fluorobenzoyl)piperidino]ethyl}-N-(3,5-dimethylphenyl)benzamide). Isolated yield 86.4%. Reported procedure: Using 4-amino-N-{2-[4-(4-fluorobenzoyl)piperidino]ethyl}-N-(3,5-dimethylphenyl)benzamide (382.8 mg, 0.81 mmol) and acetic anhydride (0.092 ml, 0.99 mmol), the procedure of Inventive Example 94 was repeated to obtain 360.9 mg (86.4%) of the title compound in a light brown amorphous form. RXN SMILES: [NH2:1][C:2]1[CH:35]=[CH:34][C:5]([C:6]([N:8]([CH2:17][CH2:18][N:19]2[CH2:24][CH2:23][CH:22]([C:25](=[O:33])[C:26]3[CH:31]=[CH:30][C:29]([F:32])=[CH:28][CH:27]=3)[CH2:21][CH2:20]2)[C:9]2[CH:14]=[C:13]([CH3:15])[CH:12]=[C:11]([CH3:16])[CH:10]=2)=[O:7])=[CH:4][CH:3]=1.[C:36](OC(=O)C)(=[O:38])[CH3:37]>>[C:36]([NH:1][C:2]1[CH:3]=[CH:4][C:5]([C:6]([N:8]([CH2:17][CH2:18][N:19]2[CH2:24][CH2:23][CH:22]([C:25](=[O:33])[C:26]3[CH:27]=[CH:28][C:29]([F:32])=[CH:30][CH:31]=3)[CH2:21][CH2:20]2)[C:9]2[CH:10]=[C:11]([CH3:16])[CH:12]=[C:13]([CH3:15])[CH:14]=2)=[O:7])=[CH:34][CH:35]=1)(=[O:38])[CH3:37]. The reactants are NC1=CC=C(C(=O)N(C2=CC(=CC(=C2)C)C)CCN2CCC(CC2)C(C2=CC=C(C=C2)F)=O)C=C1 (4-amino-N-{2-[4-(4-fluorobenzoyl)piperidino]ethyl}-N-(3,5-dimethylphenyl)benzamide), C(C)(=O)OC(C)=O (acetic anhydride). The reactants are ClC=1N(C(C=2NC(=NC2N1)C12CC3CC2CC(C1)C3)=O)CCC (2-chloro-8-(hexahydro-2,5-methano-pentalen-3a-yl)-1-propyl-1,7-dihydro-purin-6-one), C(=O)([O-])[O-].[K+].[K+] (K2CO3), FC(C1=CC=C(C=C1)O)(F)F (4-trifluoromethyl phenol). Run in C(C)(=O)OCC (ethyl acetate), O (water), CN1C(CCC1)=O (N-methyl-2-pyrrolidone). Run at temperature 130 celsius. Product: C1C2CC3(CC(CC13)C2)C2=NC=1N=C(N(C(C1N2)=O)CCC)OC2=CC=C(C(=O)O)C=C2 (4-[8-(Hexahydro-2,5-methano-pentalen-3a-yl)-6-oxo-1-propyl-6,7-dihydro-1H-purin-2-yloxy]-benzoic acid). Isolated yield 9.0%. As a reaction SMILES: Cl[C:2]1[N:3]([CH2:21][CH2:22][CH3:23])[C:4](=[O:20])[C:5]2[NH:6][C:7]([C:11]34[CH2:18][CH:17]5[CH2:19][CH:13]([CH2:14][CH:15]3[CH2:16]5)[CH2:12]4)=[N:8][C:9]=2[N:10]=1.[C:24]([O-:27])([O-])=[O:25].[K+].[K+].FC(F)(F)[C:32]1[CH:37]=[CH:36][C:35]([OH:38])=[CH:34][CH:33]=1>CN1CCCC1=O.C(OCC)(=O)C.O>[CH2:14]1[CH:15]2[C:11]3([C:7]4[NH:6][C:5]5[C:4](=[O:20])[N:3]([CH2:21][CH2:22][CH3:23])[C:2]([O:38][C:35]6[CH:36]=[CH:37][C:32]([C:24]([OH:27])=[O:25])=[CH:33][CH:34]=6)=[N:10][C:9]=5[N:8]=4)[CH2:18][CH:17]([CH2:19][CH:13]1[CH2:12]3)[CH2:16]2 |f:1.2.3|. Procedure details: To a solution of 2-chloro-8-(hexahydro-2,5-methano-pentalen-3a-yl)-1-propyl-1,7-dihydro-purin-6-one (0.10 g, 0.30 mmol) in N-methyl-2-pyrrolidone (0.3 ml) was added K2CO3 (0.062 g, 0.45 mmol) followed by 4-trifluoromethyl phenol and the reaction mixture was heated at 130° C. overnight. The reaction mixture was diluted with ethyl acetate and water. The layers were separated and ethyl acetate layer was washed with water. The ethyl acetate layer was dried over anhydrous sodium sulphate and concentr... The reactants are FC1=C(OC2=CC=C(C=C2)NCC=2C=NC=CC2)C=CC=C1 (N-(4-(2-fluorophenoxy)phenyl)pyrid-3-ylmethylamine), C(C)S(=O)(=O)Cl (ethanesulfonyl chloride). Yields the product FC1=C(OC2=CC=C(C=C2)N(S(=O)(=O)CC)CC=2C=NC=CC2)C=CC=C1 (N-(4-(2-Fluorophenoxy)phenyl)-N-(ethanesulfonyl)pyrid-3-ylmethylamine). RXN SMILES: [F:1][C:2]1[CH:22]=[CH:21][CH:20]=[CH:19][C:3]=1[O:4][C:5]1[CH:10]=[CH:9][C:8]([NH:11][CH2:12][C:13]2[CH:14]=[N:15][CH:16]=[CH:17][CH:18]=2)=[CH:7][CH:6]=1.[CH2:23]([S:25](Cl)(=[O:27])=[O:26])[CH3:24]>>[F:1][C:2]1[CH:22]=[CH:21][CH:20]=[CH:19][C:3]=1[O:4][C:5]1[CH:6]=[CH:7][C:8]([N:11]([CH2:12][C:13]2[CH:14]=[N:15][CH:16]=[CH:17][CH:18]=2)[S:25]([CH2:23][CH3:24])(=[O:27])=[O:26])=[CH:9][CH:10]=1. Procedure: Using the method of Example 342 using N-(4-(2-fluorophenoxy)phenyl)pyrid-3-ylmethylamine and ethanesulfonyl chloride (Aldrich) and purifying via preparative HPLC eluting with 99:1 to 97:3 DCM/MeOH gave the title compound. Anal Calcd for C20H19FN2O3S.0.2H2O: C, 61.59; H, 5.01; N, 7.18. Found: C, 61.65; H, 4.85; N, 7.14. MS found 387.1 [M+H]+ The reactants are C1=C(OC=C(C1=O)O)CO (Kojic acid), C(C1=CC=CC=C1)Cl (benzyl chloride), O (H2O), [OH-].[Na+] (sodium hydroxide), H+ H2O. Solvent: CO (methanol). Run at time 8 hour. Product: C(C1=CC=CC=C1)OC=1C(C=C(OC1)CO)=O (5-Benzyloxy-2-Hydroxymethyl-4-Pyrone). Yield: 80.3%. As a reaction SMILES: [CH:1]1[C:6](=[O:7])[C:5]([OH:8])=[CH:4][O:3][C:2]=1[CH2:9][OH:10].O.[OH-].[Na+].[CH2:14](Cl)[C:15]1[CH:20]=[CH:19][CH:18]=[CH:17][CH:16]=1>CO>[CH2:14]([O:8][C:5]1[C:6](=[O:7])[CH:1]=[C:2]([CH2:9][OH:10])[O:3][CH:4]=1)[C:15]1[CH:20]=[CH:19][CH:18]=[CH:17][CH:16]=1 |f:2.3|. Procedure details: Kojic acid (17.05 g, 0.120 mole) was suspended in methanol (170 ml), H2O (17 ml) and sodium hydroxide (5.14 g, 0.128 mole) added and the mixture allowed to stand. To the resulting solution, benzyl chloride (17.5 g, 0.138 mole) was added dropwise and the solution refluxed for 4.5 h. and cooled. The resulting brown solution was poured into 200 ml H+ /H2O. The precipitate was filtered and stored at 65° C. overnight to give 22.38 g of the title compound as a yellow crystalline solid (m.p. 128°-130° ... Reactants: [Na] (sodium), 2,18-phosphomolybdic acid, Cl(=O)(=O)[O-].[Na+] (sodium chlorate), C(CC(O)(C(=O)O)CC(=O)O)(=O)O (citric acid), C(CC(O)(C(=O)[O-])CC(=O)[O-])(=O)[O-].[Li+].[Li+].[Li+] (trilithium citrate), nylon. The solvent is CO (methanol), O (water). Product: O=C1C(O)=C(O)[C@H](O1)[C@@H](O)CO (ascorbic acid). As a reaction SMILES: [Na].Cl([O-])(=O)=[O:3].[Na+].[C:7]([OH:19])(=O)[CH2:8][C:9]([CH2:14][C:15]([OH:17])=[O:16])(C(O)=O)[OH:10].C([O-])(=O)C[C:22](CC([O-])=O)(C([O-])=O)[OH:23].[Li+].[Li+].[Li+]>CO.O>[O:17]=[C:15]1[O:16][C@H:8]([C@H:7]([CH2:22][OH:23])[OH:19])[C:9]([OH:10])=[C:14]1[OH:3] |f:1.2,4.5.6.7,^1:0|. Procedure details: 7 grams of the sodium salt of 2,18-phosphomolybdic acid, 4 grams of sodium chlorate, 40 grams of citric acid, and 13.5 grams of trilithium citrate are dissolved in a mixture of 600 ml of methanol and 380 ml of water. A filter paper, for example Type 2668, made by the Schleicher & Schull Company, is impregnated with this solution, which has a pH-value of 3.6, and is dried for 1 hour at 60° C. Pieces measuring 6×6 mm are cut from the test paper prepared in this way, and sealed between a plastic ha...